Dataset: the Open Reaction Database (ORD), a public repository of structured organic reaction records. Task: describe an organic reaction: reactants, conditions, products, and yield Reactants: CC[C@]1(CC[C@@H](O1)[C@]2(CC[C@@]3(O2)C[C@@H]([C@H]([C@H](O3)[C@H](C)[C@@H]([C@@H](C)C(=O)[O-])OC)C)O)C)[C@@H]4[C@@H](C[C@H](O4)[C@@H]5[C@H](C[C@H]([C@@](O5)(CO)O)C)C)C.[Na+] (RUMENSIN), O (water), CC[C@]1(CC[C@@H](O1)[C@]2(CC[C@@]3(O2)C[C@@H]([C@H]([C@H](O3)[C@H](C)[C@@H]([C@@H](C)C(=O)[O-])OC)C)O)C)[C@@H]4[C@@H](C[C@H](O4)[C@@H]5[C@H](C[C@H]([C@@](O5)(CO)O)C)C)C.[Na+] (RUMENSIN), CC[C@]1(CC[C@@H](O1)[C@]2(CC[C@@]3(O2)C[C@@H]([C@H]([C@H](O3)[C@H](C)[C@@H]([C@@H](C)C(=O)[O-])OC)C)O)C)[C@@H]4[C@@H](C[C@H](O4)[C@@H]5[C@H](C[C@H]([C@@](O5)(CO)O)C)C)C.[Na+] (RUMENSIN). Solvent: C(C)O (ethanol). Yields the product CC[C@]1(CC[C@@H](O1)[C@@]2(CC[C@@]3(O2)C[C@@H]([C@H]([C@H](O3)[C@@H](C)[C@H]([C@H](C)C(=O)O)OC)C)O)C)[C@H]4[C@H](C[C@@H](O4)[C@@H]5[C@H](C[C@H]([C@@](O5)(CO)O)C)C)C (monensin). The yield is 48.0%. RXN SMILES: [CH3:1][CH2:2][C@:3]1([C@H:31]2[O:35][C@H:34]([C@H:36]3[O:41][C@@:40]([OH:44])([CH2:42][OH:43])[C@H:39]([CH3:45])[CH2:38][C@@H:37]3[CH3:46])[CH2:33][C@H:32]2[CH3:47])[O:7][C@@H:6]([C@:8]2([CH3:30])[O:12][C@:11]3([O:17][C@H:16]([C@@H:18]([C@H:20]([O:26][CH3:27])[C@H:21]([C:23]([O-:25])=[O:24])[CH3:22])[CH3:19])[C@H:15]([CH3:28])[C@@H:14]([OH:29])[CH2:13]3)[CH2:10][CH2:9]2)[CH2:5][CH2:4]1.[Na+].O>C(O)C>[CH3:1][CH2:2][C@:3]1([C@@H:31]2[O:35][C@@H:34]([C@H:36]3[O:41][C@@:40]([OH:44])([CH2:42][OH:43])[C@H:39]([CH3:45])[CH2:38][C@@H:37]3[CH3:46])[CH2:33][C@@H:32]2[CH3:47])[O:7][C@@H:6]([C@@:8]2([CH3:30])[O:12][C@:11]3([O:17][C@H:16]([C@H:18]([C@@H:20]([O:26][CH3:27])[C@@H:21]([C:23]([OH:25])=[O:24])[CH3:22])[CH3:19])[C@H:15]([CH3:28])[C@@H:14]([OH:29])[CH2:13]3)[CH2:10][CH2:9]2)[CH2:5][CH2:4]1 |f:0.1|. Reported procedure: Treatments were: 1) C; 2) HS; 3) HS plus 10 ppm AQ; 4) HS plus 5 ppm RUMENSIN® (Elanco, Greenfield, Ind.) and 5) HS plus 10 ppm AQ. Fermentations supplemented with RUMENSIN® were prepared by first dissolving the RUMENSIN® in 96% ethanol and then adding the same volume of deionized water, yielding a concentration of monensin (in 48% ethanol) that would result in 5 ppm in the rumen fluid-buffer mix when 0.25 ml of the solution was added to 29.5 ml of the rumen fluid-buffer solution; finally, 0.25 ... Starting materials: N=1N=C(N2C1C=CC=C2)C2=NC1=C(C=C(C=C1C=C2)F)O[Si](C(C)C)(C(C)C)C(C)C (2-([1,2,4]triazolo[4,3-a]pyridin-3-yl)-6-fluoro-8-(triisopropylsilyloxy)quinoline), CCCC[N+](CCCC)(CCCC)CCCC.[F-] (TBAF). Run in C1CCOC1 (THF). Reaction conditions: temperature 0 celsius, time 1 hour. Product: N=1N=C(N2C1C=CC=C2)C2=NC1=C(C=C(C=C1C=C2)F)O (2-([1,2,4]triazolo[4,3-a]pyridin-3-yl)-6-fluoroquinolin-8-ol). The yield is 86.9%. RXN SMILES: [N:1]1[N:2]=[C:3]([C:10]2[CH:19]=[CH:18][C:17]3[C:12](=[C:13]([O:21][Si](C(C)C)(C(C)C)C(C)C)[CH:14]=[C:15]([F:20])[CH:16]=3)[N:11]=2)[N:4]2[CH:9]=[CH:8][CH:7]=[CH:6][C:5]=12.CCCC[N+](CCCC)(CCCC)CCCC.[F-]>C1COCC1>[N:1]1[N:2]=[C:3]([C:10]2[CH:19]=[CH:18][C:17]3[C:12](=[C:13]([OH:21])[CH:14]=[C:15]([F:20])[CH:16]=3)[N:11]=2)[N:4]2[CH:9]=[CH:8][CH:7]=[CH:6][C:5]=12 |f:1.2|. Procedure details: 2-([1,2,4]triazolo[4,3-a]pyridin-3-yl)-6-fluoro-8-(triisopropylsilyloxy)quinoline (5.00 g, 11.5 mmol) was dissolved in 250 mL of anhydrous THF, followed by cooling to 0° C., then addition of TBAF (4.49 g, 17.2 mmol). Following 1 hour, the reaction was complete by TLC, and the crude reaction partitioned between water and ethyl acetate. The crude work-up was then filtered through standard filter paper with ethyl acetate wash, affording the desired product 2-([1,2,4]triazolo[4,3-a]pyridin-3-yl)-6-f... The reactants are C1(CCCC1)C[C@@H](C(=O)N1N=CC[C@H]1C(=O)NC1=[N+](C=CC=C1)[O-])CN(OCC1=CC=CC=C1)C=O ((5S)-1-[(2R)-3-cyclopentyl-2-({formyl[(phenylmethyl)oxy]amino}methyl)propanoyl]-N-(1-oxido-2-pyridinyl)-4,5-dihydro-1H-pyrazole-5-carboxamide). The reagents and catalysts are [OH-].[OH-].[Pd+2] (Pearlman's catalyst). Run in CO (methanol). Conditions: time 35 minute. Product: C1(CCCC1)C[C@@H](C(=O)N1N=CC[C@H]1C(=O)NC1=[N+](C=CC=C1)[O-])CN(O)C=O ((5S)-1-((2R)-3-cyclopentyl-2-{[formyl(hydroxy)amino]methyl}propanoyl)-N-(1-oxido-2-pyridinyl)-4,5-dihydro-1H-pyrazole-5-carboxamide). As a reaction SMILES: [CH:1]1([CH2:6][C@H:7]([CH2:25][N:26]([CH:35]=[O:36])[O:27]CC2C=CC=CC=2)[C:8]([N:10]2[C@H:14]([C:15]([NH:17][C:18]3[CH:23]=[CH:22][CH:21]=[CH:20][N+:19]=3[O-:24])=[O:16])[CH2:13][CH:12]=[N:11]2)=[O:9])[CH2:5][CH2:4][CH2:3][CH2:2]1>CO.[OH-].[OH-].[Pd+2]>[CH:1]1([CH2:6][C@H:7]([CH2:25][N:26]([CH:35]=[O:36])[OH:27])[C:8]([N:10]2[C@H:14]([C:15]([NH:17][C:18]3[CH:23]=[CH:22][CH:21]=[CH:20][N+:19]=3[O-:24])=[O:16])[CH2:13][CH:12]=[N:11]2)=[O:9])[CH2:2][CH2:3][CH2:4][CH2:5]1 |f:2.3.4|. Procedure: In a 50 mL round-bottomed flask was added (5S)-1-[(2R)-3-cyclopentyl-2-({formyl[(phenylmethyl)oxy]amino}methyl)propanoyl]-N-(1-oxido-2-pyridinyl)-4,5-dihydro-1H-pyrazole-5-carboxamide (67 mg, 0.136 mmol) in methanol (3 ml), followed by Pearlman's catalyst (7 mg). The mixture was stirred under a balloon of H2 for 35 min, then catalyst was filtered off. Removal of the solvent provided (5S)-1-((2R)-3-cyclopentyl-2-{[formyl(hydroxy)amino]methyl}propanoyl)-N-(1-oxido-2-pyridinyl)-4,5-dihydro-1H-pyraz... Starting materials: FCCCBr, CCO, [Na+], [Na], [OH-], O, O, O=S(=O)(O)c1ccc(O)cc1. Yields the product [Na], O=S(=O)(O)c1ccc(OCCCF)cc1. RXN SMILES: [Br:17][CH2:18][CH2:19][CH2:20][F:21].[CH3:22][CH2:23][OH:24].[Na+:16].[Na:1].[OH-:15].[OH2:2].[OH2:3].[OH:4][c:5]1[cH:6][cH:7][c:8]([S:11](=[O:12])(=[O:13])[OH:14])[cH:9][cH:10]1>>[Na:1].[O:4]([c:5]1[cH:6][cH:7][c:8]([S:11](=[O:12])(=[O:13])[OH:14])[cH:9][cH:10]1)[CH2:18][CH2:19][CH2:20][F:21]. Starting materials: [H-].[Na+] (sodium hydride), COC=1C2=C(N=C(N1)SC)NC=C2C (4-methoxy-5-methyl-2-methylthio-7H-pyrrolo[2,3-d]pyrimidine), FC1=CC=C(C(=O)C2=CC=C(CBr)C=C2)C=C1 (4-(4-fluorobenzoyl)benzyl bromide). Solvent: COCCOC (DME), COCCOC (DME). Product: FC1=CC=C(C(=O)C2=CC=C(CN3C=C(C4=C3N=C(N=C4OC)SC)C)C=C2)C=C1 (7-[4-(4-Fluorobenzoyl)benzyl]-4-methoxy-5-methyl-2-methylthio-7H-pyrrolo[2,3-d]pyrimidine). Yield: 84.0%. As a reaction SMILES: [CH3:1][O:2][C:3]1[C:4]2[C:13]([CH3:14])=[CH:12][NH:11][C:5]=2[N:6]=[C:7]([S:9][CH3:10])[N:8]=1.[H-].[Na+].[F:17][C:18]1[CH:33]=[CH:32][C:21]([C:22]([C:24]2[CH:31]=[CH:30][C:27]([CH2:28]Br)=[CH:26][CH:25]=2)=[O:23])=[CH:20][CH:19]=1>COCCOC>[F:17][C:18]1[CH:19]=[CH:20][C:21]([C:22]([C:24]2[CH:31]=[CH:30][C:27]([CH2:28][N:11]3[C:5]4[N:6]=[C:7]([S:9][CH3:10])[N:8]=[C:3]([O:2][CH3:1])[C:4]=4[C:13]([CH3:14])=[CH:12]3)=[CH:26][CH:25]=2)=[O:23])=[CH:32][CH:33]=1 |f:1.2|. Reported procedure: Under argon gas, 4-methoxy-5-methyl-2-methylthio-7H-pyrrolo[2,3-d]pyrimidine (4.18 g) was dissolved in anhydrous DME (120 ml). Then, with ice-cooling and stirring, 60% sodium hydride-oil (0.88 g) was added in 3 installments. After completion of addition, the mixture was stirred for 30 minutes, at the end of which time a solution of 4-(4-fluorobenzoyl)benzyl bromide (6.74 g) in anhydrous DME (20 ml) was added. Then, at room temperature, the mixture was stirred for 2 hours. The solvent was distill... Starting materials: CN(C(=O)C1=C(C=CC(=C1)O)NC(=O)C=1C(=CC=CC1)C1=CC=C(C=C1)C(F)(F)F)C (4′-trifluoromethylbiphenyl-2-carboxylic acid (2-dimethylcarbamoyl-4-hydroxyphenyl)amide), [H-].[Na+] (Sodium hydride), BrCC(=O)OCC1=CC=CC=C1 (benzyl bromoacetate). Reagents/catalysts: [I-].C(CCC)[N+](CCCC)(CCCC)CCCC (tetrabutyl ammonium iodide). The solvent is C1CCOC1 (THF). Conditions: temperature 0 celsius, time 1 hour. The product is C(C1=CC=CC=C1)OC(COC1=CC(=C(C=C1)NC(=O)C=1C(=CC=CC1)C1=CC=C(C=C1)C(F)(F)F)C(N(C)C)=O)=O ({3-dimethylcarbamoyl-4-[(4′-trifluoromethylbiphenyl-2-carbonyl)amino]phenoxy}acetic acid benzyl ester). Yield: 56.1%. Reaction SMILES: [H-].[Na+].[CH3:3][N:4]([CH3:33])[C:5]([C:7]1[CH:12]=[C:11]([OH:13])[CH:10]=[CH:9][C:8]=1[NH:14][C:15]([C:17]1[C:18]([C:23]2[CH:28]=[CH:27][C:26]([C:29]([F:32])([F:31])[F:30])=[CH:25][CH:24]=2)=[CH:19][CH:20]=[CH:21][CH:22]=1)=[O:16])=[O:6].Br[CH2:35][C:36]([O:38][CH2:39][C:40]1[CH:45]=[CH:44][CH:43]=[CH:42][CH:41]=1)=[O:37]>C1COCC1.[I-].C([N+](CCCC)(CCCC)CCCC)CCC>[CH2:39]([O:38][C:36](=[O:37])[CH2:35][O:13][C:11]1[CH:10]=[CH:9][C:8]([NH:14][C:15]([C:17]2[C:18]([C:23]3[CH:24]=[CH:25][C:26]([C:29]([F:30])([F:31])[F:32])=[CH:27][CH:28]=3)=[CH:19][CH:20]=[CH:21][CH:22]=2)=[O:16])=[C:7]([C:5](=[O:6])[N:4]([CH3:33])[CH3:3])[CH:12]=1)[C:40]1[CH:45]=[CH:44][CH:43]=[CH:42][CH:41]=1 |f:0.1,5.6|. Procedure details: Sodium hydride (34 mg) was dissolved in THF (9 ml), and the solution was cooled to 0° C. and thereto were added 4′-trifluoromethylbiphenyl-2-carboxylic acid (2-dimethylcarbamoyl-4-hydroxyphenyl)amide (300 mg) and tetrabutyl ammonium iodide (10 mg). After addition of benzyl bromoacetate (160 mg), the resulting mixture was stirred at 40° C. for 1 hour. The mixture was stirred at room temperature for 4 hours. The reaction solution was filtered through a Celite, and the filtrate was concentrated and... Reactants: CC(C)Cc1cc2c(C(F)(F)F)c(C#N)ccc2[nH]1, FC(F)(F)c1cccc(-c2nc(CCl)no2)c1. Yields the product CC(C)Cc1cc2c(C(F)(F)F)c(C#N)ccc2n1Cc1noc(-c2cccc(C(F)(F)F)c2)n1. RXN SMILES: [CH3:1][CH:2]([CH2:3][c:4]1[nH:5][c:6]2[cH:7][cH:8][c:9]([C:17]#[N:18])[c:10]([C:13]([F:14])([F:15])[F:16])[c:11]2[cH:12]1)[CH3:19].[F:20][C:21]([c:22]1[cH:23][c:24](-[c:28]2[n:29][c:30]([CH2:33][Cl:34])[n:31][o:32]2)[cH:25][cH:26][cH:27]1)([F:35])[F:36]>>[CH3:1][CH:2]([CH2:3][c:4]1[n:5]([CH2:33][c:30]2[n:29][c:28](-[c:24]3[cH:23][c:22]([C:21]([F:20])([F:35])[F:36])[cH:27][cH:26][cH:25]3)[o:32][n:31]2)[c:6]2[cH:7][cH:8][c:9]([C:17]#[N:18])[c:10]([C:13]([F:14])([F:15])[F:16])[c:11]2[cH:12]1)[CH3:19]. The reactants are CC1(OC[C@H](O1)[C@@H](C)O)C ((1R)-1-[(4S)-2,2-dimethyl-1,3-dioxolan-4-yl]ethanol), ClC1=NC(=NC(=C1)Cl)SCC1=C(C(=CC=C1)F)F (4,6-Dichloro-2-[(2,3-difluorobenzyl)thio]pyrimidine), product. The solvent is C1CCOC1 (THF), [H-].[Na+] (sodium hydride). Product: ClC1=NC(=NC(=C1)O[C@H](C)[C@H]1OC(OC1)(C)C)SCC1=C(C(=CC=C1)F)F (4-chloro-2-[(2,3-difluorobenzyl)thio]-6-{(1R)-1-[(4S)-2,2-dimethyl-1,3-dioxolan-4-yl]ethoxy}pyrimidine). As a reaction SMILES: [CH3:1][C:2]1([CH3:10])[O:6][C@H:5]([C@H:7]([OH:9])[CH3:8])[CH2:4][O:3]1.[Cl:11][C:12]1[CH:17]=[C:16](Cl)[N:15]=[C:14]([S:19][CH2:20][C:21]2[CH:26]=[CH:25][CH:24]=[C:23]([F:27])[C:22]=2[F:28])[N:13]=1>C1COCC1.[H-].[Na+]>[Cl:11][C:12]1[CH:17]=[C:16]([O:9][C@@H:7]([C@@H:5]2[CH2:4][O:3][C:2]([CH3:10])([CH3:1])[O:6]2)[CH3:8])[N:15]=[C:14]([S:19][CH2:20][C:21]2[CH:26]=[CH:25][CH:24]=[C:23]([F:27])[C:22]=2[F:28])[N:13]=1 |f:3.4|. Reported procedure: The subtitle compound was prepared according to the procedure outlined in example 1 step (iii) using (1R)-1-[(4S)-2,2-dimethyl-1,3-dioxolan-4-yl]ethanol (prepared according to Liebigs Ann. Chem. 1987, 7-14) (0.25 g) and 4,6-Dichloro-2-[(2,3-difluorobenzyl)thio]pyrimidine (the product of example 1 step ii) (0.53 g) in THF (20 mL) and 60% sodium hydride (80 mg). Crude material was purified by column chromatography on silica gel using EtOAc/isohexane (1:3) as eluent to give the subtitle compound as... Reactants: COC(=O)C1(NC(=O)c2ccc(OC)c(OC(C)=O)c2)CCC(C(F)(F)F)CC1, CO, [K+], [K+], O=C([O-])[O-]. Yields the product COC(=O)C1(NC(=O)c2ccc(OC)c(O)c2)CCC(C(F)(F)F)CC1. Reaction SMILES: [CH3:1][O:2][C:3](=[O:4])[C:5]1([NH:15][C:16]([c:17]2[cH:18][c:19]([O:25][C:26](=[O:27])[CH3:28])[c:20]([O:23][CH3:24])[cH:21][cH:22]2)=[O:29])[CH2:6][CH2:7][CH:8]([C:11]([F:12])([F:13])[F:14])[CH2:9][CH2:10]1.[CH3:36][OH:37].[K+:30].[K+:31].[O-:32][C:33]([O-:34])=[O:35]>>[CH3:1][O:2][C:3](=[O:4])[C:5]1([NH:15][C:16]([c:17]2[cH:18][c:19]([OH:25])[c:20]([O:23][CH3:24])[cH:21][cH:22]2)=[O:29])[CH2:6][CH2:7][CH:8]([C:11]([F:12])([F:13])[F:14])[CH2:9][CH2:10]1.